Dataset: the Open Reaction Database (ORD), a public repository of structured organic reaction records. Task: describe an organic reaction: reactants, conditions, products, and yield Starting materials: C(C)OC(=O)C=1N=CC2=CC(=CC=C2C1O)NC(=O)NC1=CC=C(C=C1)F (7-[3-(4-Fluoro-phenyl)-ureido]-4-hydroxy-isoquinoline-3-carboxylic acid ethyl ester), NCCC(=O)O (β-alanine). Yields the product FC1=CC=C(C=C1)NC(NC1=CC=C2C(=C(N=CC2=C1)C(=O)NCCC(=O)O)O)=O (3-({7-[3-(4-Fluoro-phenyl)-ureido]-4-hydroxy-isoquinoline-3-carbonyl}-amino)-propionic acid). RXN SMILES: C(O[C:4]([C:6]1[N:7]=[CH:8][C:9]2[C:14]([C:15]=1[OH:16])=[CH:13][CH:12]=[C:11]([NH:17][C:18]([NH:20][C:21]1[CH:26]=[CH:25][C:24]([F:27])=[CH:23][CH:22]=1)=[O:19])[CH:10]=2)=[O:5])C.[NH2:28][CH2:29][CH2:30][C:31]([OH:33])=[O:32]>>[F:27][C:24]1[CH:23]=[CH:22][C:21]([NH:20][C:18](=[O:19])[NH:17][C:11]2[CH:10]=[C:9]3[C:14]([C:15]([OH:16])=[C:6]([C:4]([NH:28][CH2:29][CH2:30][C:31]([OH:33])=[O:32])=[O:5])[N:7]=[CH:8]3)=[CH:13][CH:12]=2)=[CH:26][CH:25]=1. Procedure details: 3-({7-[3-(4-Fluoro-phenyl)-ureido]-4-hydroxy-isoquinoline-3-carbonyl}-amino)-propionic acid was prepared from 7-[3-(4-Fluoro-phenyl)-ureido]-4-hydroxy-isoquinoline-3-carboxylic acid ethyl ester under conditions analogous to Example 116(b) using β-alanine. MS ESI(−) m/e: 411.1046 (M−1), MS ESI(+) m/e: 413.0810 (M+1). RXN SMILES: [C:1]1([C:7]2[N:8]=[C:9]([NH2:21])[N:10]=[N:11][C:12]=2[C:13]2[CH:18]=[C:17]([CH3:19])[N:16]=[C:15](Cl)[CH:14]=2)[CH:6]=[CH:5][CH:4]=[CH:3][CH:2]=1.[NH:22]1[CH2:25][CH2:24][CH2:23]1>>[N:22]1([C:15]2[CH:14]=[C:13]([C:12]3[N:11]=[N:10][C:9]([NH2:21])=[N:8][C:7]=3[C:1]3[CH:6]=[CH:5][CH:4]=[CH:3][CH:2]=3)[CH:18]=[C:17]([CH3:19])[N:16]=2)[CH2:25][CH2:24][CH2:23]1. Reactants: C1(=CC=CC=C1)C=1N=C(N=NC1C1=CC(=NC(=C1)C)Cl)N (5-phenyl-6-(2-chloro-6-methyl-pyridin-4-yl)-1,2,4-triazin-3-amine), N1CCC1 (azetidine), 4a. The product is N1(CCC1)C1=NC(=CC(=C1)C1=C(N=C(N=N1)N)C1=CC=CC=C1)C (6-[2-(Azetidin-1-yl)-6-methylpyridin-4-yl]-5-phenyl-1,2,4-triazin-3-amine). Procedure details: 6-[2-(Azetidin-1-yl)-6-methylpyridin-4-yl]-5-phenyl-1,2,4-triazin-3-amine was prepared from 5-phenyl-6-(2-chloro-6-methyl-pyridin-4-yl)-1,2,4-triazin-3-amine (100 mg, 0.34 mmol) and azetidine (96 mg, 0.11 ml, 1.69 mmol) according to the general procedure for Preparation 4a. Starting materials: NCCN(CCN)C (N1-(2-aminoethyl)-N1-methylethane-1,2-diamine), [N+](=O)([O-])C1=C(C=CC=C1)S(=O)(=O)Cl (2-nitrobenzene-1-sulfonyl chloride). Solvent: C(Cl)Cl (DCM), C(Cl)Cl (DCM). Reaction conditions: time 2 hour. The product is NCCN(CCNS(=O)(=O)C1=C(C=CC=C1)[N+](=O)[O-])C (N-(2-((2-aminoethyl)(methyl)-amino)ethyl)-2-nitrobenzenesulfonamide), N,N′-(2,2′-(methylazanediyl)-bis(ethane-2,1-diyl))bis(2-nitrobenzenesulfonamide). Reaction SMILES: [NH2:1][CH2:2][CH2:3][N:4]([CH3:8])[CH2:5][CH2:6][NH2:7].[N+:9]([C:12]1[CH:17]=[CH:16][CH:15]=[CH:14][C:13]=1[S:18](Cl)(=[O:20])=[O:19])([O-:11])=[O:10]>C(Cl)Cl>[NH2:1][CH2:2][CH2:3][N:4]([CH3:8])[CH2:5][CH2:6][NH:7][S:18]([C:13]1[CH:14]=[CH:15][CH:16]=[CH:17][C:12]=1[N+:9]([O-:11])=[O:10])(=[O:19])=[O:20]. Procedure: To a solution of N1-(2-aminoethyl)-N1-methylethane-1,2-diamine (10.58 g, 90 mmoles) in DCM (350 mL) was added slowly a solution of 2-nitrobenzene-1-sulfonyl chloride dissolved in DCM (50 mL). After 2 h at RT, the reaction mixture (RM) was washed with water, dried over MgSO4, filtered and concentrated. The residue was purified by flash chromatography on silica gel with a gradient of methanol in DCM (0 to 10%), yielding to 6.9 g of N-(2-((2-aminoethyl)(methyl)-amino)ethyl)-2-nitrobenzenesulfonamid... Reactants: [H][H] (Hydrogen), FC([C@@H](CCCCCC)OC(=O)C1CC2=CC=C(C=C2CC1)OCC1=CC=CC=C1)(F)F (1,2,3,4-tetrahydro-6-benzyloxynaphthalene-2-carboxylic acid (R)-1-trifluoromethylheptyl ester). Reagents/catalysts: [Pd] (palladium/carbon). Run in O1CCCC1 (tetrahydrofuran). Conditions: time 24 hour. Product: FC([C@@H](CCCCCC)OC(=O)C1CC2=CC=C(C=C2CC1)O)(F)F (1,2,3,4-tetrahydro-6-hydroxynaphthalene-2-carboxylic acid (R)-1-trifluoromethylheptyl ester). Isolated yield 100.0%. RXN SMILES: [H][H].[F:3][C:4]([F:34])([F:33])[C@H:5]([O:12][C:13]([CH:15]1[CH2:24][CH2:23][C:22]2[C:17](=[CH:18][CH:19]=[C:20]([O:25]CC3C=CC=CC=3)[CH:21]=2)[CH2:16]1)=[O:14])[CH2:6][CH2:7][CH2:8][CH2:9][CH2:10][CH3:11]>[Pd].O1CCCC1>[F:3][C:4]([F:33])([F:34])[C@H:5]([O:12][C:13]([CH:15]1[CH2:24][CH2:23][C:22]2[C:17](=[CH:18][CH:19]=[C:20]([OH:25])[CH:21]=2)[CH2:16]1)=[O:14])[CH2:6][CH2:7][CH2:8][CH2:9][CH2:10][CH3:11]. Procedure details: Hydrogen gas was blown into a mixture of 8.19 g (18.3 mmol) of the 1,2,3,4-tetrahydro-6-benzyloxynaphthalene-2-carboxylic acid (R)-1-trifluoromethylheptyl ester obtained in the fourth stage, 3.6 g of 5% palladium/carbon as a catalyst and 50 ml of tetrahydrofuran with stirring at room temperature and ordinary pressure for 24 hours. The reaction mixture was filtered using Celite as a filter aid, and the filtrate obtained was concentrated to obtain 6.78 g (18.3 mmol) of 1,2,3,4-tetrahydro-6-hydroxy... Starting materials: C(C)(C)(C)OC(=O)NCC[C@@H](O)C=1C=C(OCC2CCN(CC2)C(=O)OC(C)(C)C)C=CC1 ((R)-tert-Butyl 4-((3-(3-((tert-butoxycarbonyl)amino)-1-hydroxypropyl)phenoxy)methyl)piperidine-1-carboxylate), [H-].[H-].[H-].[H-].[Li+].[Al+3] (LiAlH4). Run in C1CCOC1 (THF). Conditions: time 1 hour. Yields the product O[C@H](CCNC(OC(C)(C)C)=O)C1=CC(=CC=C1)OCC1CCN(CC1)C ((R)-tert-butyl (3-hydroxy-3-(3-((1-methylpiperidin-4-yl)methoxy)phenyl)propyl)carbamate). Reaction SMILES: [C:1]([O:5][C:6]([NH:8][CH2:9][CH2:10][C@H:11]([C:13]1[CH:14]=[C:15]([CH:31]=[CH:32][CH:33]=1)[O:16][CH2:17][CH:18]1[CH2:23][CH2:22][N:21]([C:24](OC(C)(C)C)=O)[CH2:20][CH2:19]1)[OH:12])=[O:7])([CH3:4])([CH3:3])[CH3:2].[H-].[H-].[H-].[H-].[Li+].[Al+3]>C1COCC1>[OH:12][C@@H:11]([C:13]1[CH:33]=[CH:32][CH:31]=[C:15]([O:16][CH2:17][CH:18]2[CH2:19][CH2:20][N:21]([CH3:24])[CH2:22][CH2:23]2)[CH:14]=1)[CH2:10][CH2:9][NH:8][C:6](=[O:7])[O:5][C:1]([CH3:3])([CH3:2])[CH3:4] |f:1.2.3.4.5.6|. Procedure details: (R)-tert-Butyl 4-((3-(3-((tert-butoxycarbonyl)amino)-1-hydroxypropyl)phenoxy)methyl)piperidine-1-carboxylate (0.70 g, 1.50 mmol) was added at 0° C. to a suspension of LiAlH4 (0.171 g, 4.5 mmol) in anhydrous THF (10 mL) and the reaction mixture was stirred at room temperature for 1 h. After completion of the reaction as judged by TLC, the reaction mixture was quenched with EtOAc (10 mL) and 10% aqueous NaOH, filtered through Celite, dried over anhydrous Na2SO4 and concentrated under reduced press...